This data is from the Open Reaction Database (ORD), a public repository of structured organic reaction records. The task is: describe an organic reaction: reactants, conditions, products, and yield The reactants are ClC1=C(C=C(C(=O)Cl)C=C1)S(NC)(=O)=O (4-chloro-3-methylsulfamoylbenzoyl chloride), CC=1NC2=CC=CC=C2C1 (2-methylindole), [Cl-].[Al+3].[Cl-].[Cl-] (aluminum chloride). Solvent: ClC(C)Cl (dichloroethane). Yields the product ClC1=C(C=C(C(=O)C2=C(NC3=CC=CC=C23)C)C=C1)S(NC)(=O)=O (3-(4-Chloro-3-methylsulfamoylbenzoyl)-2-methylindole). Reaction SMILES: [Cl:1][C:2]1[CH:10]=[CH:9][C:5]([C:6](Cl)=[O:7])=[CH:4][C:3]=1[S:11](=[O:15])(=[O:14])[NH:12][CH3:13].[CH3:16][C:17]1[NH:18][C:19]2[C:24]([CH:25]=1)=[CH:23][CH:22]=[CH:21][CH:20]=2.[Cl-].[Al+3].[Cl-].[Cl-]>ClC(Cl)C>[Cl:1][C:2]1[CH:10]=[CH:9][C:5]([C:6]([C:25]2[C:24]3[C:19](=[CH:20][CH:21]=[CH:22][CH:23]=3)[NH:18][C:17]=2[CH3:16])=[O:7])=[CH:4][C:3]=1[S:11](=[O:15])(=[O:14])[NH:12][CH3:13] |f:2.3.4.5|. Reported procedure: is obtained as described in Example 10 a) from 2.68 g 4-chloro-3-methylsulfamoylbenzoyl chloride and 1.3 g 2-methylindole in the presence of 2.7 g aluminum chloride in dichloroethane. Colorless crystals, m.p. 246° C.